This data is from the Open Reaction Database (ORD), a public repository of structured organic reaction records. The task is: describe an organic reaction: reactants, conditions, products, and yield Reaction SMILES: Br[C:2]1[C:3](=[O:10])[NH:4][C:5](=[O:9])[NH:6][C:7]=1[CH3:8].O.O.[F-].[K+].[C:15]1([N:21]2[CH2:26][CH2:25][NH:24][CH2:23][CH2:22]2)[CH:20]=[CH:19][CH:18]=[CH:17][CH:16]=1>>[OH2:9].[CH3:8][C:7]1[NH:6][C:5](=[O:9])[NH:4][C:3](=[O:10])[C:2]=1[N:24]1[CH2:25][CH2:26][N:21]([C:15]2[CH:20]=[CH:19][CH:18]=[CH:17][CH:16]=2)[CH2:22][CH2:23]1 |f:1.2.3.4,6.7|. Procedure details: A mixture of 20.5 g (0.10 mole) of 5-bromo-6-methyl-2,4(1H, 3H)-pyrimidinedione and 10.3 g (0.11 mole) of potassium fluoride dihydrate in 150 ml of 1-phenylpiperazine was heated under reflux at 105° for 72 hours and cooled. The reaction mixture was poured into 200 ml of ice water. The solid was collected, washed with water, and recrystallized from methanol to give 7.12 g of the product as a white solid, mp>300° C. The reactants are BrC=1C(NC(NC1C)=O)=O (5-bromo-6-methyl-2,4(1H, 3H)-pyrimidinedione), O.O.[F-].[K+] (potassium fluoride dihydrate), C1(=CC=CC=C1)N1CCNCC1 (1-phenylpiperazine), ice water. Product: O.CC1=C(C(NC(N1)=O)=O)N1CCN(CC1)C1=CC=CC=C1 (6-Methyl-5-(4-phenyl-1-piperazinyl)-2,4(1H, 3H)-pyrimidinedione, hydrate). Procedure details: The title compound was prepared from 8-chloro-5-[(4-methoxyphenyl)sulfonyl]-6-methyl-5,6-dihydrophenanthridine (0.6 g, 1.50 mmol), cyclohexene (0.304 mL, 3.75 mmol), and 1.0 M boron tribromide in dichloromethane (9.0 mL, 9.0 mmol) according to the procedure and in the same manner as described in Example 1, step b. The crude product was purified by flash column chromatography on silica gel, eluting with dichloromethane to yield 4-[(8-chloro-6-methylphenanthridin-5(6H)-yl)sulfonyl]phenol (0.24 g, ... Isolated yield 42.0%. Reactants: ClC=1C=C2C(N(C=3C=CC=CC3C2=CC1)S(=O)(=O)C1=CC=C(C=C1)OC)C (8-chloro-5-[(4-methoxyphenyl)sulfonyl]-6-methyl-5,6-dihydrophenanthridine), C1=CCCCC1 (cyclohexene), B(Br)(Br)Br (boron tribromide), ClCCl (dichloromethane). RXN SMILES: [Cl:1][C:2]1[CH:3]=[C:4]2[C:13](=[CH:14][CH:15]=1)[C:12]1[CH:11]=[CH:10][CH:9]=[CH:8][C:7]=1[N:6]([S:16]([C:19]1[CH:24]=[CH:23][C:22]([O:25]C)=[CH:21][CH:20]=1)(=[O:18])=[O:17])[CH:5]2[CH3:27].C1CCCCC=1.B(Br)(Br)Br.ClCCl>>[Cl:1][C:2]1[CH:3]=[C:4]2[C:13](=[CH:14][CH:15]=1)[C:12]1[CH:11]=[CH:10][CH:9]=[CH:8][C:7]=1[N:6]([S:16]([C:19]1[CH:20]=[CH:21][C:22]([OH:25])=[CH:23][CH:24]=1)(=[O:18])=[O:17])[CH:5]2[CH3:27]. Yields the product ClC=1C=C2C(N(C=3C=CC=CC3C2=CC1)S(=O)(=O)C1=CC=C(C=C1)O)C (4-[(8-chloro-6-methylphenanthridin-5(6H)-yl)sulfonyl]phenol). The reactants are ice, CC(C)(CCCC1=CC=CC=C1)O (2-methyl-5-phenyl-2-pentanol). The solvent is O (water). Run at temperature 0 celsius, time 15 minute. Yields the product CC1(CCCC2=CC=CC=C12)C (1,1-Dimethyl-1,2,3,4-tetrahydronaphthalene). Reaction SMILES: [CH3:1][C:2](O)([CH2:4][CH2:5][CH2:6][C:7]1[CH:12]=[CH:11][CH:10]=[CH:9][CH:8]=1)[CH3:3]>O>[CH3:1][C:2]1([CH3:3])[C:12]2[C:7](=[CH:8][CH:9]=[CH:10][CH:11]=2)[CH2:6][CH2:5][CH2:4]1. Reported procedure: To 18 ml of ice-cold concentrated H2SO4 was added 17.8 g (0.1 mol) of 2-methyl-5-phenyl-2-pentanol over 10 minutes. The mixture was then stirred at 0° C. for 15 minutes and at room temperature for 15 minutes. The mixture was treated with 50 ml of water and then extracted with ether. The ether extracts were combined and washed with water and saturated NaCl and NaHCO3 solutions and then dried (MgSO4). The solution was filtered and the solvent removed in-vacuo. The residue was purified by distillat... The reactants are CC1CCN(CCOc2ccc(C#Cc3ccc(Br)cn3)cc2)CC1, CO, O=Cc1ccc(OB(O)O)cc1, ClCCl. Product: CC1CCN(CCOc2ccc(C#Cc3ccc(-c4ccc(C=O)cc4)cn3)cc2)CC1. Reaction SMILES: [Br:1][c:2]1[cH:3][cH:4][c:5]([C:8]#[C:9][c:10]2[cH:11][cH:12][c:13]([O:16][CH2:17][CH2:18][N:19]3[CH2:20][CH2:21][CH:22]([CH3:25])[CH2:23][CH2:24]3)[cH:14][cH:15]2)[n:6][cH:7]1.[CH3:41][OH:42].[CH:26](=[O:27])[c:28]1[cH:29][cH:30][c:31]([O:34][B:35]([OH:36])[OH:37])[cH:32][cH:33]1.[Cl:38][CH2:39][Cl:40]>>[c:2]1(-[c:31]2[cH:30][cH:29][c:28]([CH:26]=[O:27])[cH:33][cH:32]2)[cH:3][cH:4][c:5]([C:8]#[C:9][c:10]2[cH:11][cH:12][c:13]([O:16][CH2:17][CH2:18][N:19]3[CH2:20][CH2:21][CH:22]([CH3:25])[CH2:23][CH2:24]3)[cH:14][cH:15]2)[n:6][cH:7]1. The reactants are CC(C)(C)ON, ClCCl, COc1ccc(S(=O)(=O)N(Cc2ccccc2)C(CCCCNC(=O)CN(C)C)C(=O)O)cc1, CN1CCOCC1, CCN=C=NCCCN(C)C, CN(C)C=O, Cl, Cl, Cl, O, O[SH]1C=Nc2ccccc21. Product: COc1ccc(S(=O)(=O)N(Cc2ccccc2)C(CCCCNC(=O)CN(C)C)C(=O)NOC(C)(C)C)cc1. Reaction SMILES: [C:55]([CH3:56])([CH3:57])([CH3:58])[O:59][NH2:60].[CH2:73]([Cl:74])[Cl:75].[CH3:2][O:3][c:4]1[cH:5][cH:6][c:7]([S:10](=[O:11])(=[O:12])[N:13]([CH:14]([C:15](=[O:16])[OH:17])[CH2:18][CH2:19][CH2:20][CH2:21][NH:22][C:23]([CH2:24][N:25]([CH3:26])[CH3:27])=[O:28])[CH2:29][c:30]2[cH:31][cH:32][cH:33][cH:34][cH:35]2)[cH:8][cH:9]1.[CH3:47][N:48]1[CH2:49][CH2:50][O:51][CH2:52][CH2:53]1.[CH3:62][N:63]([CH2:64][CH2:65][CH2:66][N:67]=[C:68]=[N:69][CH2:70][CH3:71])[CH3:72].[CH3:76][N:77]([CH3:78])[CH:79]=[O:80].[ClH:1].[ClH:54].[ClH:61].[OH2:36].[OH:37][SH:38]1[c:39]2[cH:40][cH:41][cH:42][cH:43][c:44]2[N:45]=[CH:46]1>>[CH3:2][O:3][c:4]1[cH:5][cH:6][c:7]([S:10](=[O:11])(=[O:12])[N:13]([CH:14]([C:15](=[O:16])[NH:60][O:59][C:55]([CH3:56])([CH3:57])[CH3:58])[CH2:18][CH2:19][CH2:20][CH2:21][NH:22][C:23]([CH2:24][N:25]([CH3:26])[CH3:27])=[O:28])[CH2:29][c:30]2[cH:31][cH:32][cH:33][cH:34][cH:35]2)[cH:8][cH:9]1. Starting materials: ClC(C1OC2=C(C(O1)C(Cl)(Cl)Cl)C=C(C=C2)C(=O)O)(Cl)Cl (2,4-bis(trichloromethyl)benzo[1,3]dioxin-6-carboxylic acid), [Cl-].[NH4+] (ammonium chloride), [N-]=[N+]=[N-].[Na+] (sodium azide). The solvent is CS(=O)C (dimethylsulphoxide). Reaction conditions: time 16 hour. Yields the product ClC(=C1OC(OC2=C1C=C(C=C2)C(=O)O)C(Cl)(Cl)Cl)Cl (4-dichloromethylene-2-trichloromethybenzo[1,3]dioxin-6-carboxylic acid). RXN SMILES: [Cl:1][C:2]([Cl:21])([Cl:20])[CH:3]1[O:8][CH:7]([C:9](Cl)([Cl:11])[Cl:10])[C:6]2[CH:13]=[C:14]([C:17]([OH:19])=[O:18])[CH:15]=[CH:16][C:5]=2[O:4]1.[Cl-].[NH4+].[N-]=[N+]=[N-].[Na+]>CS(C)=O>[Cl:11][C:9]([Cl:10])=[C:7]1[C:6]2[CH:13]=[C:14]([C:17]([OH:19])=[O:18])[CH:15]=[CH:16][C:5]=2[O:4][CH:3]([C:2]([Cl:1])([Cl:21])[Cl:20])[O:8]1 |f:1.2,3.4|. Procedure: A mixture of 2,4-bis(trichloromethyl)benzo[1,3]dioxin-6-carboxylic acid (2.08 g.), ammonium chloride (0.33 g.) and sodium azide (0.36 g.) in anhydrous dimethylsulphoxide (10 ml.) was warmed on the steam bath for 16 hours. The reaction mixture was cooled, poured onto ice and kept for 16 hours. The white product was filtered off, washed with water and dried, and crystallised from aqueous ethanol to give 4-dichloromethylene-2-trichloromethybenzo[1,3]dioxin-6-carboxylic acid, m.p. 222°-223° C. The reactants are NC[C@H]1N(CCC[C@H]1C)C(=O)C1=C(C=CC(=C1)C)N1N=CC=N1 (((2S,3R)-2-(aminomethyl)-3-methylpiperidin-1-yl)(5-methyl-2-(2H-1,2,3-triazol-2-yl)phenyl)methanone), ClC1=NC=C(C=N1)C#N (2-chloropyrimidine-5-carbonitrile). Product: C[C@H]1[C@H](N(CCC1)C(C1=C(C=CC(=C1)C)N1N=CC=N1)=O)CNC1=NC=C(C=N1)C#N (2-((((2S,3R)-3-Methyl-1-(5-methyl-2-(2H-1,2,3-triazol-2-yl)benzoyl)piperidin-2-yl)methyl)amino)pyrimidine-5-carbonitrile). Reaction SMILES: [NH2:1][CH2:2][C@@H:3]1[C@H:8]([CH3:9])[CH2:7][CH2:6][CH2:5][N:4]1[C:10]([C:12]1[CH:17]=[C:16]([CH3:18])[CH:15]=[CH:14][C:13]=1[N:19]1[N:23]=[CH:22][CH:21]=[N:20]1)=[O:11].Cl[C:25]1[N:30]=[CH:29][C:28]([C:31]#[N:32])=[CH:27][N:26]=1>>[CH3:9][C@@H:8]1[CH2:7][CH2:6][CH2:5][N:4]([C:10](=[O:11])[C:12]2[CH:17]=[C:16]([CH3:18])[CH:15]=[CH:14][C:13]=2[N:19]2[N:23]=[CH:22][CH:21]=[N:20]2)[C@@H:3]1[CH2:2][NH:1][C:25]1[N:30]=[CH:29][C:28]([C:31]#[N:32])=[CH:27][N:26]=1. Procedure details: The title compound was prepared following the same general protocol as described for Example A1 using ((2S,3R)-2-(aminomethyl)-3-methylpiperidin-1-yl)(5-methyl-2-(2H-1,2,3-triazol-2-yl)phenyl)methanone and 2-chloropyrimidine-5-carbonitrile. ESI-MS (m/z): 417 [M+1]+. Yields the product CCCC(=O)n1ccc(-c2ccc(C(=O)N3Cc4cccn4Cc4ccccc43)cc2)n1. As a reaction SMILES: [C:28]([CH2:29][CH2:30][CH3:31])(=[O:32])[Cl:33].[cH:34]1[cH:35][cH:36][n:37][cH:38][cH:39]1.[nH:1]1[n:2][c:3](-[c:6]2[cH:7][cH:8][c:9]([C:12](=[O:13])[N:14]3[CH2:15][c:16]4[n:17]([cH:25][cH:26][cH:27]4)[CH2:18][c:19]4[c:20]3[cH:21][cH:22][cH:23][cH:24]4)[cH:10][cH:11]2)[cH:4][cH:5]1>>[n:1]1([C:28]([CH2:29][CH2:30][CH3:31])=[O:32])[n:2][c:3](-[c:6]2[cH:7][cH:8][c:9]([C:12](=[O:13])[N:14]3[CH2:15][c:16]4[n:17]([cH:25][cH:26][cH:27]4)[CH2:18][c:19]4[c:20]3[cH:21][cH:22][cH:23][cH:24]4)[cH:10][cH:11]2)[cH:4][cH:5]1. The reactants are CCCC(=O)Cl, c1ccncc1, O=C(c1ccc(-c2cc[nH]n2)cc1)N1Cc2cccn2Cc2ccccc21. The reactants are CN(C)C(=O)N1CC2(CCN(C3CC4CCC(C3)N4C(=O)OC(C)(C)C)CC2)c2ccccc21, CO, CCOCC, Cl, Cl, C1COCCO1. Product: CN(C)C(=O)N1CC2(CCN(C3CC4CCC(C3)N4)CC2)c2ccccc21. RXN SMILES: [CH3:2][N:3]([C:4](=[O:5])[N:6]1[CH2:7][C:8]2([c:9]3[cH:10][cH:11][cH:12][cH:13][c:14]31)[CH2:15][CH2:16][N:17]([CH:20]1[CH2:21][CH:22]3[CH2:23][CH2:24][CH:25]([CH2:26]1)[N:27]3[C:28]([O:29][C:30]([CH3:31])([CH3:32])[CH3:33])=[O:34])[CH2:18][CH2:19]2)[CH3:35].[CH3:43][OH:44].[CH3:45][CH2:46][O:47][CH2:48][CH3:49].[ClH:1].[ClH:42].[O:36]1[CH2:37][CH2:38][O:39][CH2:40][CH2:41]1>>[CH3:2][N:3]([C:4](=[O:5])[N:6]1[CH2:7][C:8]2([c:9]3[cH:10][cH:11][cH:12][cH:13][c:14]31)[CH2:15][CH2:16][N:17]([CH:20]1[CH2:21][CH:22]3[CH2:23][CH2:24][CH:25]([CH2:26]1)[NH:27]3)[CH2:18][CH2:19]2)[CH3:35].